From a dataset of the Open Reaction Database (ORD), a public repository of structured organic reaction records. describe an organic reaction: reactants, conditions, products, and yield The reactants are Cc1cc(C)c(CNC(=O)c2cc(Br)cc3c2cnn3C2CCCC2)c(=O)[nH]1, O=C([O-])[O-], C1COCCO1, Cc1cc(C=O)ccc1B1OC(C)(C)C(C)(C)O1, [Na+], [Na+], c1ccc(P(c2ccccc2)(c2ccccc2)[Pd](P(c2ccccc2)(c2ccccc2)c2ccccc2)(P(c2ccccc2)(c2ccccc2)c2ccccc2)P(c2ccccc2)(c2ccccc2)c2ccccc2)cc1. Product: Cc1cc(C)c(CNC(=O)c2cc(-c3ccc(C=O)cc3C)cc3c2cnn3C2CCCC2)c(=O)[nH]1. As a reaction SMILES: [Br:1][c:2]1[cH:3][c:4]([C:16](=[O:17])[NH:18][CH2:19][c:20]2[c:21](=[O:28])[nH:22][c:23]([CH3:27])[cH:24][c:25]2[CH3:26])[c:5]2[cH:6][n:7][n:8]([CH:11]3[CH2:12][CH2:13][CH2:14][CH2:15]3)[c:9]2[cH:10]1.[C:47](=[O:48])([O-:49])[O-:50].[CH2:53]1[O:54][CH2:55][CH2:56][O:57][CH2:58]1.[CH3:29][c:30]1[cH:31][c:32]([CH:33]=[O:34])[cH:35][cH:36][c:37]1[B:38]1[O:39][C:40]([CH3:41])([CH3:42])[C:43]([CH3:44])([CH3:45])[O:46]1.[Na+:51].[Na+:52].[cH:59]1[cH:60][cH:61][c:62]([P:63]([Pd:64]([P:65]([c:66]2[cH:67][cH:68][cH:69][cH:70][cH:71]2)([c:72]2[cH:73][cH:74][cH:75][cH:76][cH:77]2)[c:78]2[cH:79][cH:80][cH:81][cH:82][cH:83]2)([P:84]([c:85]2[cH:86][cH:87][cH:88][cH:89][cH:90]2)([c:91]2[cH:92][cH:93][cH:94][cH:95][cH:96]2)[c:97]2[cH:98][cH:99][cH:100][cH:101][cH:102]2)[P:103]([c:104]2[cH:105][cH:106][cH:107][cH:108][cH:109]2)([c:110]2[cH:111][cH:112][cH:113][cH:114][cH:115]2)[c:116]2[cH:117][cH:118][cH:119][cH:120][cH:121]2)([c:122]2[cH:123][cH:124][cH:125][cH:126][cH:127]2)[c:128]2[cH:129][cH:130][cH:131][cH:132][cH:133]2)[cH:134][cH:135]1>>[c:2]1(-[c:37]2[c:30]([CH3:29])[cH:31][c:32]([CH:33]=[O:34])[cH:35][cH:36]2)[cH:3][c:4]([C:16](=[O:17])[NH:18][CH2:19][c:20]2[c:21](=[O:28])[nH:22][c:23]([CH3:27])[cH:24][c:25]2[CH3:26])[c:5]2[cH:6][n:7][n:8]([CH:11]3[CH2:12][CH2:13][CH2:14][CH2:15]3)[c:9]2[cH:10]1. Starting materials: FC1=C(C=CC(=C1)N1N=NN=C1)C=1C=CC2=C(N=C(O2)C2CCN(CC2)C(=O)OC(C)(C)C)C1 (Tert-butyl 4-{5-[2-fluoro-4-(1H-tetrazol-1-yl)phenyl]benzo[d]oxazol-2-yl}piperidine-1-carboxylate), FC(C(=O)O)(F)F (Trifluoroacetic acid). The solvent is C(Cl)Cl (DCM). Reaction conditions: time 2 hour. The product is FC(C(=O)O)(F)F.FC1=C(C=CC(=C1)N1N=NN=C1)C=1C=CC2=C(N=C(O2)C2CCNCC2)C1 (5-(2-fluoro-4-(1H-tetrazol-1-yl)phenyl)-2-(piperidin-4-yl)benzo[d]oxazole 2,2,2-trifluoroacetate). RXN SMILES: [F:1][C:2]1[CH:7]=[C:6]([N:8]2[CH:12]=[N:11][N:10]=[N:9]2)[CH:5]=[CH:4][C:3]=1[C:13]1[CH:14]=[CH:15][C:16]2[O:20][C:19]([CH:21]3[CH2:26][CH2:25][N:24](C(OC(C)(C)C)=O)[CH2:23][CH2:22]3)=[N:18][C:17]=2[CH:34]=1.[F:35][C:36]([F:41])([F:40])[C:37]([OH:39])=[O:38]>C(Cl)Cl>[F:35][C:36]([F:41])([F:40])[C:37]([OH:39])=[O:38].[F:1][C:2]1[CH:7]=[C:6]([N:8]2[CH:12]=[N:11][N:10]=[N:9]2)[CH:5]=[CH:4][C:3]=1[C:13]1[CH:14]=[CH:15][C:16]2[O:20][C:19]([CH:21]3[CH2:22][CH2:23][NH:24][CH2:25][CH2:26]3)=[N:18][C:17]=2[CH:34]=1 |f:3.4|. Procedure details: Tert-butyl 4-{5-[2-fluoro-4-(1H-tetrazol-1-yl)phenyl]benzo[d]oxazol-2-yl}piperidine-1-carboxylate (120 mg, 0.26 mmol) dissolved in DCM and added Trifluoroacetic acid (0.5 ml). This mixture was stirred at rt for 2 h. DCM removed from the reaction mixture to obtain 5-(2-fluoro-4-(1H-tetrazol-1-yl)phenyl)-2-(piperidin-4-yl)benzo[d]oxazole 2,2,2-trifluoroacetate (150 mg). 5-(2-fluoro-4-(1H-tetrazol-1-yl)phenyl)-2-(piperidin-4-yl)benzo[d]oxazole 2,2,2-trifluoroacetate (70 mg, 0.17 mmol) was dissolved... Product: [C@H]1(CCC2=CC=CC=C12)NC1=NC2=CC=C(C=C2C=C1)NC(=O)NC1=CC(=CC=C1)OC (1-[2-((R)-Indan-1-ylamino)-quinolin-6-yl]-3-(3-methoxy-phenyl)-urea). Reactants: [C@H]1(CCC2=CC=CC=C12)NC1=NC2=CC=C(C=C2C=C1)N ((R)—N2-indan-1-yl-quinoline-2,6-diamine), COC=1C=C(C=CC1)N=C=O (3-methoxyphenyl-isocyanate). Procedure: The title compound, MS: m/e=425.7 (M+H+), was prepared in accordance with the general method 4 of example 16 from (R)—N2-indan-1-yl-quinoline-2,6-diamine and 3-methoxyphenyl-isocyanate. RXN SMILES: [C@H:1]1([NH:10][C:11]2[CH:20]=[CH:19][C:18]3[C:13](=[CH:14][CH:15]=[C:16]([NH2:21])[CH:17]=3)[N:12]=2)[C:9]2[C:4](=[CH:5][CH:6]=[CH:7][CH:8]=2)[CH2:3][CH2:2]1.[CH3:22][O:23][C:24]1[CH:25]=[C:26]([N:30]=[C:31]=[O:32])[CH:27]=[CH:28][CH:29]=1>>[C@H:1]1([NH:10][C:11]2[CH:20]=[CH:19][C:18]3[C:13](=[CH:14][CH:15]=[C:16]([NH:21][C:31]([NH:30][C:26]4[CH:27]=[CH:28][CH:29]=[C:24]([O:23][CH3:22])[CH:25]=4)=[O:32])[CH:17]=3)[N:12]=2)[C:9]2[C:4](=[CH:5][CH:6]=[CH:7][CH:8]=2)[CH2:3][CH2:2]1. The reactants are ClC1=CC=C(C=C1)OCCCCCl (1-chloro-4-(4-chlorobutoxy)benzene), C(C(=O)O)(=O)O.CO[C@@H]1CNCC[C@@H]1N(C=1SC2=C(N1)C=CC=C2)C (cis-N-(3-methoxy-4-piperidinyl)-N-methyl-2-benzothiazolamine ethanedioate), C([O-])([O-])=O.[Na+].[Na+] (sodium carbonate), [I-].[K+] (potassium iodide). Run in CC(CC(C)=O)C (4-methyl-2-pentanone), O (water). Conditions: temperature 60 celsius. Yields the product C(C(=O)O)(=O)O.ClC1=CC=C(OCCCCN2C[C@H]([C@H](CC2)N(C=2SC3=C(N2)C=CC=C3)C)OC)C=C1 (cis-N-[1-[4-(4-chlorophenoxy)-butyl]-3-methoxy-4-piperidinyl]-N-methyl-2-benzothiazolamine ethanedioate). Yield: 73.0%. Reaction SMILES: [C:1]([OH:6])(=[O:5])[C:2]([OH:4])=[O:3].[CH3:7][O:8][C@H:9]1[C@@H:14]([N:15]([CH3:25])[C:16]2[S:17][C:18]3[CH:24]=[CH:23][CH:22]=[CH:21][C:19]=3[N:20]=2)[CH2:13][CH2:12][NH:11][CH2:10]1.C(=O)([O-])[O-].[Na+].[Na+].[I-].[K+].[Cl:34][C:35]1[CH:40]=[CH:39][C:38]([O:41][CH2:42][CH2:43][CH2:44][CH2:45]Cl)=[CH:37][CH:36]=1>O.CC(C)CC(=O)C>[C:1]([OH:6])(=[O:5])[C:2]([OH:4])=[O:3].[Cl:34][C:35]1[CH:40]=[CH:39][C:38]([O:41][CH2:42][CH2:43][CH2:44][CH2:45][N:11]2[CH2:12][CH2:13][C@H:14]([N:15]([CH3:25])[C:16]3[S:17][C:18]4[CH:24]=[CH:23][CH:22]=[CH:21][C:19]=4[N:20]=3)[C@H:9]([O:8][CH3:7])[CH2:10]2)=[CH:37][CH:36]=1 |f:0.1,2.3.4,5.6,10.11|. Procedure details: A mixture of 5.5 parts of cis-N-(3-methoxy-4-piperidinyl)-N-methyl-2-benzothiazolamine ethanedioate(1:1), 10.6 parts of sodium carbonate, 0.1 parts of potassium iodide and 200 parts of 4-methyl-2-pentanone was stirred and refluxed for 30 minutes. After cooling to 60° C., 4.4 parts of 1-chloro-4-(4-chlorobutoxy)benzene were added. The whole was stirred and refluxed overnight. After cooling, water was added and the layers were separated. The organic layer was dried, filtered and evaporated. The re... The reactants are C(C)(C)(C)C1=CC=C(CN(C)CC=2C=C(C=C(C2)C)C(C)(C)O)C=C1 (2-[3-{N-(4-tert-Butylbenzyl)-N-methylaminomethyl}-5-methylphenyl]-2-propanol), P(=O)(Cl)(Cl)Cl (phosphorus oxychloride). Run in N1=CC=CC=C1 (pyridine). Product: C(C)(C)(C)C1=CC=C(CN(C)CC2=CC(=CC(=C2)C)C(=C)C)C=C1 (N-(4-tert-Butylbenzyl)-N-methyl-(3-isopropenyl-5-methylbenzyl)amine). Yield: 31.6%. As a reaction SMILES: [C:1]([C:5]1[CH:25]=[CH:24][C:8]([CH2:9][N:10]([CH2:12][C:13]2[CH:14]=[C:15]([C:20](O)([CH3:22])[CH3:21])[CH:16]=[C:17]([CH3:19])[CH:18]=2)[CH3:11])=[CH:7][CH:6]=1)([CH3:4])([CH3:3])[CH3:2].P(Cl)(Cl)(Cl)=O>N1C=CC=CC=1>[C:1]([C:5]1[CH:6]=[CH:7][C:8]([CH2:9][N:10]([CH2:12][C:13]2[CH:18]=[C:17]([CH3:19])[CH:16]=[C:15]([C:20]([CH3:22])=[CH2:21])[CH:14]=2)[CH3:11])=[CH:24][CH:25]=1)([CH3:4])([CH3:2])[CH3:3]. Reported procedure: Compound 86 (0.40 g; 1.18 mmol) was dissolved in pyridine (20 ml). While the solution was stirred in an ice bath, phosphorus oxychloride (1.81 g; 11.8 mmol) was added dropwise. After completion of the addition, the mixture was removed from the ice bath, and stirred for 30 minutes at room temperature, followed by heating under reflux for 4 hours. The mixture was brought to room temperature, and poured into ice+saturated aqueous sodium bicarbonate solution. The mixture was neutralized with sodium ... Starting materials: [OH-].[Na+] (NaOH), C(C)(C)(C)OC(=O)NCC1=C(C(=O)OC)C=CC=C1 (Methyl 2-((tert-butoxycarbonyl)aminomethyl)benzoate), Cl (HCl). Solvent: C1CCOC1 (THF). Run at time 20 hour. Yields the product C(C)(C)(C)OC(=O)NCC1=C(C(=O)O)C=CC=C1 (2-((tert-butoxycarbonyl)aminomethyl)benzoic acid). The yield is 112.0%. Reaction SMILES: [C:1]([O:5][C:6]([NH:8][CH2:9][C:10]1[CH:19]=[CH:18][CH:17]=[CH:16][C:11]=1[C:12]([O:14]C)=[O:13])=[O:7])([CH3:4])([CH3:3])[CH3:2].[OH-].[Na+].Cl>C1COCC1>[C:1]([O:5][C:6]([NH:8][CH2:9][C:10]1[CH:19]=[CH:18][CH:17]=[CH:16][C:11]=1[C:12]([OH:14])=[O:13])=[O:7])([CH3:4])([CH3:2])[CH3:3] |f:1.2|. Reported procedure: Methyl 2-((tert-butoxycarbonyl)aminomethyl)benzoate (600 mg, 1.99 mmol, 1 eq) was dissolved in 5 mL of THF at 25° C. 1 N NaOH (5.96 mL, 5.96 mmol, 3 eq) was added and the reaction stirred for 20 hours. After this time, 1.0 N HCl (5.86 mL) was added and the product was extracted 3 times with chloroform. The organic extracts were combined, dried over sodium sulfate and stripped to give 2-((tert-butoxycarbonyl)aminomethyl)benzoic acid (560 mg, 98% yield). MS (M+H—BOC)+ found: 152.3. Reaction SMILES: O.NN.C1(=O)[N:8]([CH2:9][CH2:10][CH2:11][O:12][C:13]2[CH:18]=[CH:17][N:16]=[CH:15][CH:14]=2)C(=O)C2=CC=CC=C12.C(OCC)(=O)C>C(O)C>[NH2:8][CH2:9][CH2:10][CH2:11][O:12][C:13]1[CH:18]=[CH:17][N:16]=[CH:15][CH:14]=1 |f:0.1|. Procedure: Hydrazine monohydrate [2.99 ml (61.6 mmol)] was added to a suspension of 5.80 g (20.5 mol) of 4-(3-phthalimidopropyloxy)pyridine in 50 ml of ethanol, and the mixture was stirred at room temperature for 3 hours. 100 ml of ethyl acetate was added and insoluble materials were filtered off. The volatile component in the filtrate was distilled off and then chloroform was added to the residue. The mixture was washed with brine and dried over potassium carbonate. The solvent was distilled off to obtain... The solvent is C(C)O (ethanol). Reactants: O.NN (Hydrazine monohydrate), C1(C=2C(C(N1CCCOC1=CC=NC=C1)=O)=CC=CC2)=O (4-(3-phthalimidopropyloxy)pyridine), C(C)(=O)OCC (ethyl acetate). The yield is 0.1%. Reaction conditions: time 3 hour. The product is NCCCOC1=CC=NC=C1 (4-(3-aminopropyloxy)pyridine). Solvent: O1CCCC1 (tetrahydrofuran), CCCCCC (hexane). As a reaction SMILES: CN(C)C(=CC=[C:11]([C:17]1[CH:22]=[CH:21][CH:20]=[CH:19][CH:18]=1)[C:12]([O:14][CH2:15][CH3:16])=[O:13])C(OCC)=S.F[B-](F)(F)F.[CH3:29][N:30]([CH3:44])[C:31]([C:37]([O:39][C:40]([CH3:43])([CH3:42])[CH3:41])=O)=[CH:32][CH:33]=[N+](C)C.C([Li])CCC.C1([S:56]CC(OCC)=O)C=CC=CC=1>CCCCCC.O1CCCC1>[CH3:29][N:30]([CH3:44])[C:31](=[CH:32][CH:33]=[C:11]([C:17]1[CH:22]=[CH:21][CH:20]=[CH:19][CH:18]=1)[C:12]([O:14][CH2:15][CH3:16])=[O:13])[C:37]([O:39][C:40]([CH3:43])([CH3:42])[CH3:41])=[S:56] |f:1.2|. Product: CN(C(C(=S)OC(C)(C)C)=CC=C(C(=O)OCC)C1=CC=CC=C1)C (6-ethyl 1-tert-butyl 2-dimethylamino-5-phenylthio-2,4-hexadienedioate). The reactants are C1(=CC=CC=C1)SCC(=O)OCC (ethyl (phenylthio)acetate), CN(C(C(=S)OCC)=CC=C(C(=O)OCC)C1=CC=CC=C1)C (diethyl 2-dimethylamino-5-phenylthio-2,4-hexadienedioate), C(CCC)[Li] (butyllithium), F[B-](F)(F)F.CN(C(=CC=[N+](C)C)C(=O)OC(C)(C)C)C (N(3-dimethylamino-3-t-butyloxycarbonylpropenylidene)-N-methylmethanaminium tetrafluoroborate), solution. Procedure details: The procedure is as in Example 2 for the preparation of diethyl 2-dimethylamino-5-phenylthio-2,4-hexadienedioate, starting with N(3-dimethylamino-3-t-butyloxycarbonylpropenylidene)-N-methylmethanaminium tetrafluoroborate (4.05 g), a 1.6M solution (8.8 cc) of butyllithium in hexane and ethyl (phenylthio)acetate (2.8 g) in tetrahydrofuran (65 cc). After purification by chromatography on a silica column with a mixture of cyclohexane and ethyl acetate (70:30 by volume) as eluent, 6-ethyl 1-tert-buty... Starting materials: NC1=C(C(=O)NC=2C(=NC=CC2)Cl)C=CC(=C1)C (2-amino-N-(2-chloro-pyridin-3-yl)-4-methyl-benzamide), ClC1=NC=CC=C1N (2-chloro-3-amino-pyridine), NC1=C(C(=O)OC)C=CC(=C1)C (methyl 2-amino-4-methyl-benzoate), S(O)(O)(=O)=O (sulphuric acid). Run in C1(=CC=CC=C1)C (toluene), S1(=O)(=O)CCCC1 (sulpholane), ClCCl (dichloromethane). Reaction conditions: temperature 80 celsius, time 8 hour. The product is CC1=CC2=C(C(NC3=C(N2)N=CC=C3)=O)C=C1 (5,11-Dihydro-9-methyl-6H-pyrido[2,3-b][1,4]benzodiazepin-6-one). Reaction SMILES: [NH2:1][C:2]1[CH:17]=[C:16]([CH3:18])[CH:15]=[CH:14][C:3]=1[C:4]([NH:6][C:7]1[C:8](Cl)=[N:9][CH:10]=[CH:11][CH:12]=1)=[O:5].ClC1C(N)=CC=CN=1.NC1C=C(C)C=CC=1C(OC)=O.S(=O)(=O)(O)O>S1(CCCC1)(=O)=O.ClCCl.C1(C)C=CC=CC=1>[CH3:18][C:16]1[CH:15]=[CH:14][C:3]2[C:4](=[O:5])[NH:6][C:7]3[CH:12]=[CH:11][CH:10]=[N:9][C:8]=3[NH:1][C:2]=2[CH:17]=1. Procedure details: 127.0 g (0.485 mol) of 2-amino-N-(2-chloro-pyridin-3-yl)-4-methyl-benzamide (m.p. 150°-152° C.) prepared analogously to Example A from 2-chloro-3-amino-pyridine and methyl 2-amino-4-methyl-benzoate (see F. Mayer and R. Schulze, Ber. Dtsch. Chem. Ges. 58, 1465 [1925]) were suspended in 500 ml of sulpholane and after the addition of 1.4 ml of conc. sulphuric acid the suspension was heated for 3 hours to 130° C. with stirring. It was then left to cool to 80° C., 500 ml of toluene were added and the...